describe an organic reaction: reactants, conditions, products, and yield From a dataset of the Open Reaction Database (ORD), a public repository of structured organic reaction records. Starting materials: [Al+3], [Al+3], [Cl-], [Cl-], [Cl-], [H-], [H-], [H-], [H-], [Li+], O=C1CSC2CCCc3nc4ccccc4c(c32)N1, [Na+], C1CCOC1, [OH-]. Product: c1ccc2c3c4c(nc2c1)CCCC4SCCN3. As a reaction SMILES: [Al+3:2].[Al+3:8].[Cl-:10].[Cl-:7].[Cl-:9].[H-:1].[H-:4].[H-:5].[H-:6].[Li+:3].[NH:11]1[C:12](=[O:29])[CH2:13][S:14][CH:15]2[c:16]3[c:17]1[c:18]1[cH:19][cH:20][cH:21][cH:22][c:23]1[n:24][c:25]3[CH2:26][CH2:27][CH2:28]2.[Na+:31].[O:32]1[CH2:33][CH2:34][CH2:35][CH2:36]1.[OH-:30]>>[NH:11]1[CH2:12][CH2:13][S:14][CH:15]2[c:16]3[c:17]1[c:18]1[cH:19][cH:20][cH:21][cH:22][c:23]1[n:24][c:25]3[CH2:26][CH2:27][CH2:28]2. Run in C(C)OCC (diethyl ether). Reported procedure: To a solution of methyl 5-oxo-5-phenylpentanoate (16.1 g) in diethyl ether (100 ml) was added bromine (4.01 ml) at room temperature over 30 min. and the mixture was stirred for 30 min. An aqueous sodium sulfite solution was added to the reaction mixture and the mixture was extracted with diethyl ether. The diethyl ether layer was washed with saturated brine, dried (MgSO4) and concentrated to give methyl 4-bromo-5-oxo-5-phenylpentanoate (22.1 g, yield 100%) as a pale-yellow oil. Isolated yield 100.0%. The product is BrC(CCC(=O)OC)C(C1=CC=CC=C1)=O (methyl 4-bromo-5-oxo-5-phenylpentanoate). The reactants are O=C(CCCC(=O)OC)C1=CC=CC=C1 (methyl 5-oxo-5-phenylpentanoate), BrBr (bromine), S(=O)([O-])[O-].[Na+].[Na+] (sodium sulfite). RXN SMILES: [O:1]=[C:2]([C:10]1[CH:15]=[CH:14][CH:13]=[CH:12][CH:11]=1)[CH2:3][CH2:4][CH2:5][C:6]([O:8][CH3:9])=[O:7].[Br:16]Br.S([O-])([O-])=O.[Na+].[Na+]>C(OCC)C>[Br:16][CH:3]([C:2](=[O:1])[C:10]1[CH:11]=[CH:12][CH:13]=[CH:14][CH:15]=1)[CH2:4][CH2:5][C:6]([O:8][CH3:9])=[O:7] |f:2.3.4|. Reaction conditions: time 30 minute. Reactants: CN1CC=2N(C3=C(C1=O)C=CC=C3)C=NC2C2=NC(=NO2)CN2C(C=3C(C2=O)=CC=CC3)=O (5,6-dihydro-5-methyl-3-(3-phthalimidomethyl-1,2,4-oxadiazol-5-yl)-4H-imidazo[1,5-a][1,4]benzodiazepin-6-one), CN (methylamine). Run in C(C)O (ethanol). The product is NCC1=NOC(=N1)C=1N=CN2C1CN(C(C1=C2C=CC=C1)=O)C (3-(3-aminomethyl-1,2,4-oxadiazol-5-yl)-5,6-dihydro-5-methyl-4H-imidazo[1,5-a][1,4]benzodiazepin-6-one). Reaction SMILES: [CH3:1][N:2]1[C:8](=[O:9])[C:7]2[CH:10]=[CH:11][CH:12]=[CH:13][C:6]=2[N:5]2[CH:14]=[N:15][C:16]([C:17]3[O:21][N:20]=[C:19]([CH2:22][N:23]4C(=O)C5=CC=CC=C5C4=O)[N:18]=3)=[C:4]2[CH2:3]1.CN>C(O)C>[NH2:23][CH2:22][C:19]1[N:18]=[C:17]([C:16]2[N:15]=[CH:14][N:5]3[C:6]4[CH:13]=[CH:12][CH:11]=[CH:10][C:7]=4[C:8](=[O:9])[N:2]([CH3:1])[CH2:3][C:4]=23)[O:21][N:20]=1. Reported procedure: 13 g (29.5 mmol) of 5,6-dihydro-5-methyl-3-(3-phthalimidomethyl-1,2,4-oxadiazol-5-yl)-4H-imidazo[1,5-a][1,4]benzodiazepin-6-one were stirred with 90 ml of methylamine (33% in ethanol) and 40 ml of ethanol at 80° for 3 hours. The solution was concentrated, the residue was taken up in methylene chloride and 53 ml of 4N hydrochloric acid and the solution was washed three times with methylene chloride. The aqueous phase was made alkaline with 55 ml of 4N sodium hydroxide solution and extracted six t... Starting materials: [BH4-], COC(=O)C=CCc1ccccc1OCc1ccccc1, CO, [Na+], Cl[Ni]Cl, O, O, O, O, O, O. The product is COC(=O)CCCc1ccccc1OCc1ccccc1. Reaction SMILES: [BH4-:22].[CH2:1]([c:2]1[cH:3][cH:4][cH:5][cH:6][cH:7]1)[O:8][c:9]1[c:10]([CH2:15][CH:16]=[CH:17][C:18](=[O:19])[O:20][CH3:21])[cH:11][cH:12][cH:13][cH:14]1.[CH3:24][OH:25].[Na+:23].[Ni:32]([Cl:33])[Cl:34].[OH2:26].[OH2:27].[OH2:28].[OH2:29].[OH2:30].[OH2:31]>>[CH2:1]([c:2]1[cH:3][cH:4][cH:5][cH:6][cH:7]1)[O:8][c:9]1[c:10]([CH2:15][CH2:16][CH2:17][C:18](=[O:19])[O:20][CH3:21])[cH:11][cH:12][cH:13][cH:14]1. Starting materials: Polyphosphoric acid, C1=C(C=CC2=CC=CC=C12)C(=O)O (2-naphthoic acid), Cl.NO (hydroxylamine hydrochloride). Conditions: temperature 160 celsius, time 90 minute. The product is C1=C(C=CC2=CC=CC=C12)N (naphthalen-2-amine). Isolated yield 33.1%. RXN SMILES: [CH:1]1[C:10]2[C:5](=[CH:6][CH:7]=[CH:8][CH:9]=2)[CH:4]=[CH:3][C:2]=1C(O)=O.Cl.[NH2:15]O>>[CH:1]1[C:10]2[C:5](=[CH:6][CH:7]=[CH:8][CH:9]=2)[CH:4]=[CH:3][C:2]=1[NH2:15] |f:1.2|. Reported procedure: Polyphosphoric acid (7.5 g) was added to a mixture of 2-naphthoic acid (600 mg, 3.48 mmol) and hydroxylamine hydrochloride (254 mg, 3.66 mmol) at room temperature and heated slowly to 160° C. The reaction mixture was stirred for 90 min and then allowed to cool to ambient temperature and quenched with crushed ice (50 g). The resultant solid was filtered and washed with water (2×20 mL). The combined filtrate and washings were basified with 10% potassium hydroxide solution (100 mL). The precipitate... Reactants: CC(C)(C)OC(=O)N1CCNCC1, COC1=CC=CC=C1Br. The reagents and catalysts are CC(C)(C)[O-].[Na+], C1=CC=C(C=C1)P(C2=CC=CC=C2)C3=C(C4=CC=CC=C4C=C3)C5=C(C=CC6=CC=CC=C65)P(C7=CC=CC=C7)C8=CC=CC=C8, C1=CC=C(C=C1)/C=C/C(=O)/C=C/C2=CC=CC=C2.C1=CC=C(C=C1)/C=C/C(=O)/C=C/C2=CC=CC=C2.C1=CC=C(C=C1)/C=C/C(=O)/C=C/C2=CC=CC=C2.[Pd].[Pd]. Solvent: CC1=CC=CC=C1. Run at temperature 100 celsius. Product: CC(C)(C)OC(=O)N1CCN(CC1)C2=CC=CC=C2OC. The yield is 62.4%. Reported procedure: TRIS(DIBENZYLIDENEACETONE)DIPALLADIUM(0) (0.059 g, 0.06 mmol) and 2,2'-bis(diphenylphosphino)-1,1'-binaphthyl (0.080 g, 0.13 mmol) were mixed in toluene (10 mL) and degessed at 90 °C for 10 mins. The mixture was then cooled and 1-bromo-2-methoxybenzene (0.400 mL, 3.21 mmol), sodium 2-methylpropan-2-olate (0.493 g, 5.13 mmol) and tert-butyl piperazine-1-carboxylate (0.597 g, 3.21 mmol) were added. The resulting mixture was stirred at 100 °C for 16 hours under nitrogen. The reaction mixture was fi... The reactants are COC(=O)C1=Cc2cc(Cl)ccc2OCC1, O, O=[N+]([O-])O. The product is COC(=O)C1=Cc2cc(Cl)cc([N+](=O)[O-])c2OCC1. RXN SMILES: [Cl:1][c:2]1[cH:3][cH:4][c:5]2[c:6]([cH:16]1)[CH:7]=[C:8]([C:12](=[O:13])[O:14][CH3:15])[CH2:9][CH2:10][O:11]2.[OH2:21].[OH:17][N+:18]([O-:19])=[O:20]>>[Cl:1][c:2]1[cH:3][c:4]([N+:18](=[O:17])[O-:19])[c:5]2[c:6]([cH:16]1)[CH:7]=[C:8]([C:12](=[O:13])[O:14][CH3:15])[CH2:9][CH2:10][O:11]2.